From a dataset of the Open Reaction Database (ORD), a public repository of structured organic reaction records. describe an organic reaction: reactants, conditions, products, and yield Starting materials: BrCCCc1ccc(OCc2ccc(-c3ccccc3)cc2)cc1, CCOC(=O)c1ccc(O)c(C=O)c1. Yields the product CCOC(=O)c1ccc(OCCCc2ccc(OCc3ccc(-c4ccccc4)cc3)cc2)c(C=O)c1. Reaction SMILES: [Br:1][CH2:2][CH2:3][CH2:4][c:5]1[cH:6][cH:7][c:8]([O:11][CH2:12][c:13]2[cH:14][cH:15][c:16](-[c:19]3[cH:20][cH:21][cH:22][cH:23][cH:24]3)[cH:17][cH:18]2)[cH:9][cH:10]1.[CH:25](=[O:26])[c:27]1[cH:28][c:29]([C:30](=[O:31])[O:32][CH2:33][CH3:34])[cH:35][cH:36][c:37]1[OH:38]>>[CH2:2]([CH2:3][CH2:4][c:5]1[cH:6][cH:7][c:8]([O:11][CH2:12][c:13]2[cH:14][cH:15][c:16](-[c:19]3[cH:20][cH:21][cH:22][cH:23][cH:24]3)[cH:17][cH:18]2)[cH:9][cH:10]1)[O:38][c:37]1[c:27]([CH:25]=[O:26])[cH:28][c:29]([C:30](=[O:31])[O:32][CH2:33][CH3:34])[cH:35][cH:36]1.